Dataset: the Open Reaction Database (ORD), a public repository of structured organic reaction records. Task: describe an organic reaction: reactants, conditions, products, and yield Starting materials: Cl (hydrochloric acid), CO (methanol), C1(=CC=CC=C1)NC(NC=1SC=C(N1)C(C(=O)OCC)=O)=O (ethyl 2-(3-phenylureido)thiazol-4-ylglyoxylate), [BH4-].[Na+] (sodium borohydride). Run in O1CCCC1 (tetrahydrofuran). Product: OC(CO)C=1N=C(SC1)NC(=O)NC1=CC=CC=C1 (4-(1,2-Dihydroxyethyl)-2-(3-phenylureido)thiazole). As a reaction SMILES: CO.[C:3]1([NH:9][C:10](=[O:24])[NH:11][C:12]2[S:13][CH:14]=[C:15]([C:17](=[O:23])[C:18](OCC)=[O:19])[N:16]=2)[CH:8]=[CH:7][CH:6]=[CH:5][CH:4]=1.[BH4-].[Na+].Cl>O1CCCC1>[OH:23][CH:17]([C:15]1[N:16]=[C:12]([NH:11][C:10]([NH:9][C:3]2[CH:8]=[CH:7][CH:6]=[CH:5][CH:4]=2)=[O:24])[S:13][CH:14]=1)[CH2:18][OH:19] |f:2.3|. Reported procedure: 7 ml of methanol were added dropwise, over a period of one hour, to a mixture comprising 1 g of ethyl 2-(3-phenylureido)thiazol-4-ylglyoxylate, 0.6 g of sodium borohydride and 20 ml of tetrahydrofuran kept heated under reflux. The resulting mixture was cooled to room temperature and acidified with 3N hydrochloric acid. The solvent was evaporated off under reduced pressure, and the residue was washed with water, giving the desired compound as a white powder. Reactants: C1=2C(=O)OC(NC1=CC=CC2)=O (isatoic anhydride), NCCC=1NC=CN1 (2-(2-aminoethyl)imidazole), resultant residue. Run in C(C)(C)O (isopropanol), C(C)(=O)OCC (ethyl acetate). Product: NC1=C(C(=O)NCCC=2NC=CN2)C=CC=C1 (2-Amino-N-[2-(1H-imidazol-2-yl)ethyl]benzamide). Yield: 85.8%. RXN SMILES: [C:1]12[C:7](=[CH:8][CH:9]=[CH:10][CH:11]=1)[NH:6]C(=O)[O:4][C:2]2=O.[NH2:13][CH2:14][CH2:15][C:16]1[NH:17][CH:18]=[CH:19][N:20]=1>C(O)(C)C.C(OCC)(=O)C>[NH2:6][C:7]1[CH:8]=[CH:9][CH:10]=[CH:11][C:1]=1[C:2]([NH:13][CH2:14][CH2:15][C:16]1[NH:17][CH:18]=[CH:19][N:20]=1)=[O:4]. Procedure details: Twenty grams (0.123 mol) of isatoic anhydride were slowly added to a cold (0° C.) solution of 13.5 g (0.122 mol) of 2-(2-aminoethyl)imidazole in 220 ml isopropanol, under nitrogen. The reaction mixture was gradually warmed to room temperature and allowed to react. When the reaction was complete, as indicated by thin layer chromatography, the solution was reduced to dryness under reduced pressure and the resultant residue was redissolved in an ethyl acetate/aqueous sodium bicarbonate mixture. The... Starting materials: [Br-], CCc1cc(C)cc(CC)c1Br, C=O, C1CCOC1, CCc1cc(C)cc(CC)c1[Mg+], [Mg]. Product: CCc1cc(C)cc(CC)c1CO. RXN SMILES: [Br-:3].[Br:16][c:17]1[c:18]([CH2:19][CH3:20])[cH:21][c:22]([CH3:23])[cH:24][c:25]1[CH2:26][CH3:27].[CH2:1]=[O:2].[CH2:29]1[O:30][CH2:31][CH2:32][CH2:33]1.[CH2:4]([CH3:5])[c:6]1[c:7]([Mg+:15])[c:8]([CH2:13][CH3:14])[cH:9][c:10]([CH3:12])[cH:11]1.[Mg:28]>>[CH2:1]([OH:2])[c:7]1[c:6]([CH2:4][CH3:5])[cH:11][c:10]([CH3:12])[cH:9][c:8]1[CH2:13][CH3:14]. Starting materials: O=C([O-])O, ClCCl, [Na+], O=C(Nc1ccc(Oc2ccc(CO)cc2)nc1)c1ccc(C(F)(F)F)cc1, O=S(Cl)Cl. The product is O=C(Nc1ccc(Oc2ccc(CCl)cc2)nc1)c1ccc(C(F)(F)F)cc1. RXN SMILES: [C:33](=[O:34])([OH:35])[O-:36].[Cl:38][CH2:39][Cl:40].[Na+:37].[OH:1][CH2:2][c:3]1[cH:4][cH:5][c:6]([O:7][c:8]2[cH:9][cH:10][c:11]([NH:14][C:15]([c:16]3[cH:17][cH:18][c:19]([C:22]([F:23])([F:24])[F:25])[cH:20][cH:21]3)=[O:26])[cH:12][n:13]2)[cH:27][cH:28]1.[S:29]([Cl:30])([Cl:31])=[O:32]>>[CH2:2]([c:3]1[cH:4][cH:5][c:6]([O:7][c:8]2[cH:9][cH:10][c:11]([NH:14][C:15]([c:16]3[cH:17][cH:18][c:19]([C:22]([F:23])([F:24])[F:25])[cH:20][cH:21]3)=[O:26])[cH:12][n:13]2)[cH:27][cH:28]1)[Cl:31]. The reactants are CCOC(=O)CCc1ccc2c(c1)CC(NC(=O)OC(C)(C)C)CC2, CCO, CCO, Cl. Yields the product CCOC(=O)CCc1ccc2c(c1)CC(N)CC2. RXN SMILES: [C:1]([O:2][C:3](=[O:4])[NH:8][CH:9]1[CH2:10][c:11]2[cH:12][c:13]([CH2:19][CH2:20][C:21](=[O:22])[O:23][CH2:24][CH3:25])[cH:14][cH:15][c:16]2[CH2:17][CH2:18]1)([CH3:5])([CH3:6])[CH3:7].[CH2:26]([OH:27])[CH3:28].[CH3:30][CH2:31][OH:32].[ClH:29]>>[NH2:8][CH:9]1[CH2:10][c:11]2[cH:12][c:13]([CH2:19][CH2:20][C:21](=[O:22])[O:23][CH2:24][CH3:25])[cH:14][cH:15][c:16]2[CH2:17][CH2:18]1.